describe an organic reaction: reactants, conditions, products, and yield From a dataset of the Open Reaction Database (ORD), a public repository of structured organic reaction records. The reactants are NCCS, O=C(O)C(F)(F)F, OC(c1ccccc1)(c1ccccc1)c1ccccc1. The product is NCCSC(c1ccccc1)(c1ccccc1)c1ccccc1. Reaction SMILES: [NH2:1][CH2:2][CH2:3][SH:4].[OH:25][C:26]([C:27]([F:28])([F:29])[F:30])=[O:31].[c:5]1([C:11]([OH:12])([c:13]2[cH:14][cH:15][cH:16][cH:17][cH:18]2)[c:19]2[cH:20][cH:21][cH:22][cH:23][cH:24]2)[cH:6][cH:7][cH:8][cH:9][cH:10]1>>[NH2:1][CH2:2][CH2:3][S:4][C:11]([c:5]1[cH:6][cH:7][cH:8][cH:9][cH:10]1)([c:13]1[cH:14][cH:15][cH:16][cH:17][cH:18]1)[c:19]1[cH:20][cH:21][cH:22][cH:23][cH:24]1. Reactants: Cl.COC(CC1NCCC2=CC=C(C=C12)[N+](=O)[O-])=O (7-nitro-1,2,3,4-tetrahydroisoquinoline-1-acetic acid methyl ester hydrochloride), CO (methanol), Cl (hydrogen chloride), Pd--C. Solvent: C(C)(C)O (isopropanol). Conditions: time 2 hour. Product: Cl.COC(CC1NCCC2=CC=C(C=C12)N)=O (7-Amino-1,2,3,4-tetrahydroisoquinoline-1-acetic Acid Methyl Ester Hydrochloride). Isolated yield 112.9%. Reaction SMILES: [ClH:1].[CH3:2][O:3][C:4](=[O:19])[CH2:5][CH:6]1[C:15]2[C:10](=[CH:11][CH:12]=[C:13]([N+:16]([O-])=O)[CH:14]=2)[CH2:9][CH2:8][NH:7]1.CO.Cl>C(O)(C)C>[ClH:1].[CH3:2][O:3][C:4](=[O:19])[CH2:5][CH:6]1[C:15]2[C:10](=[CH:11][CH:12]=[C:13]([NH2:16])[CH:14]=2)[CH2:9][CH2:8][NH:7]1 |f:0.1,5.6|. Reported procedure: To a solution of 7-nitro-1,2,3,4-tetrahydroisoquinoline-1-acetic acid methyl ester hydrochloride (3.08 g, 10.7 mmol) in a solution of methanol (170 ml) and saturated hydrogen chloride in isopropanol (12 ml) was added 10% Pd--C (0.5 g). The reaction mixture was hydrogenated on a Parr Hydrogenator for 2 h at 50 psi. After the catalyst was removed by filtration, the solvent was concentrated to about 1/5 the volume. Isopropanol (70 ml) was added and the precipitate was collected to afford the title ... The reactants are CCOC(=O)CBr, O=C([O-])[O-], CCOC(C)=O, [Cs+], [Cs+], CN(C)C=O, CC(C)CC(NC(=O)OC(C)(C)C)C1(c2ccc(O)cc2)CCC1. The product is CCOC(=O)COc1ccc(C2(C(CC(C)C)NC(=O)OC(C)(C)C)CCC2)cc1. RXN SMILES: [Br:31][CH2:32][C:33](=[O:34])[O:35][CH2:36][CH3:37].[C:25](=[O:26])([O-:27])[O-:28].[CH3:43][CH2:44][O:45][C:46](=[O:47])[CH3:48].[Cs+:29].[Cs+:30].[O:38]=[CH:39][N:40]([CH3:41])[CH3:42].[OH:1][c:2]1[cH:3][cH:4][c:5]([C:8]2([CH:12]([CH2:13][CH:14]([CH3:15])[CH3:16])[NH:17][C:18]([O:19][C:20]([CH3:21])([CH3:22])[CH3:23])=[O:24])[CH2:9][CH2:10][CH2:11]2)[cH:6][cH:7]1>>[O:1]([c:2]1[cH:3][cH:4][c:5]([C:8]2([CH:12]([CH2:13][CH:14]([CH3:15])[CH3:16])[NH:17][C:18]([O:19][C:20]([CH3:21])([CH3:22])[CH3:23])=[O:24])[CH2:9][CH2:10][CH2:11]2)[cH:6][cH:7]1)[CH2:32][C:33](=[O:34])[O:35][CH2:36][CH3:37]. The reactants are CCC(CC)c1cc(C)nnc1NC(=O)C(C)(C)C, Cl. Product: CCC(CC)c1cc(C)nnc1N. As a reaction SMILES: [CH2:1]([CH3:2])[CH:3]([CH2:4][CH3:5])[c:6]1[c:7]([NH:13][C:14](=[O:15])[C:16]([CH3:17])([CH3:18])[CH3:19])[n:8][n:9][c:10]([CH3:12])[cH:11]1.[ClH:20]>>[CH2:1]([CH3:2])[CH:3]([CH2:4][CH3:5])[c:6]1[c:7]([NH2:13])[n:8][n:9][c:10]([CH3:12])[cH:11]1. The reactants are solution, N(CC(=O)N[C@@H](CC1=CC=CC=C1)C(=O)N[C@@H](CC(C)C)C(=O)O)C(=O)OC(C)(C)C (Boc-Gly-L-Phe-L-Leu-OH), N1(N=NC2=C1C=CC=C2)O[P+](N(C)C)(N(C)C)N(C)C (benzotriazol-1-yloxytris(dimethylamino)phosphonium), CCN(C(C)C)C(C)C (DIEA). The solvent is CN(C)C=O (DMF). Conditions: time 3.75 hour. Yields the product NCC(=O)N[C@@H](CC1=CC=CC=C1)C(=O)N[C@@H](CC(C)C)C(=O)O (Gly-L-Phe-L-Leu). Reaction SMILES: [NH:1](C(OC(C)(C)C)=O)[CH2:2][C:3]([NH:5][C@H:6]([C:14]([NH:16][C@H:17]([C:22]([OH:24])=[O:23])[CH2:18][CH:19]([CH3:21])[CH3:20])=[O:15])[CH2:7][C:8]1[CH:13]=[CH:12][CH:11]=[CH:10][CH:9]=1)=[O:4].N1(O[P+](N(C)C)(N(C)C)N(C)C)C2C=CC=CC=2N=N1.CCN(C(C)C)C(C)C>CN(C=O)C>[NH2:1][CH2:2][C:3]([NH:5][C@H:6]([C:14]([NH:16][C@H:17]([C:22]([OH:24])=[O:23])[CH2:18][CH:19]([CH3:20])[CH3:21])=[O:15])[CH2:7][C:8]1[CH:13]=[CH:12][CH:11]=[CH:10][CH:9]=1)=[O:4]. Reported procedure: Boc-Gly-L-Phe-L-Leu-OH (44 mg, 0.1 mmol), benzotriazol-1-yloxytris(dimethylamino)phosphonium hexaflurophsophate (14 mg, 0.104 mmol) are dissolved in dry DMF (1 mL). DIEA (20 μL, 0.115 mmol) is added and about 0.5-1.0 mL of this solution is transferred to a test tube containing amino derivatized ELAMS™. The tube is sealed, vortexed for about 3.5-4 hours and the ELAMS™ pelleted and washed with DMF (3×) and methylene chloride (2×). The ELAMS™ are then deprotected with a solution of 50% triluoroacet... Starting materials: C(OCCN1CCN(CC1)C)(OC1=CC=C(C=C1)[N+](=O)[O-])=O (2-(4-Methylpiperazin-1-yl)ethyl 4-nitrophenyl carbonate), C(OCCN1CCN(CC1)C)(OC1=CC=C(C=C1)[N+](=O)[O-])=O (2-(4-Methylpiperazin-1-yl)ethyl 4-nitrophenyl carbonate), CCN(C(C)C)C(C)C (DIPEA), C1(=CC=CC=C1)C1CNCC1 (3-phenylpyrrolidine). Solvent: CN(C)C=O (DMF). Run at time 4 hour. Yields the product C1(=CC=CC=C1)C1CN(CC1)C(=O)OCCN1CCN(CC1)C (2-(4-methylpiperazin-1-yl)ethyl 3-phenylpyrrolidine-1-carboxylate). Isolated yield 47.8%. As a reaction SMILES: [C:1](=[O:22])(OC1C=CC([N+]([O-])=O)=CC=1)[O:2][CH2:3][CH2:4][N:5]1[CH2:10][CH2:9][N:8]([CH3:11])[CH2:7][CH2:6]1.CCN(C(C)C)C(C)C.[C:32]1([CH:38]2[CH2:42][CH2:41][NH:40][CH2:39]2)[CH:37]=[CH:36][CH:35]=[CH:34][CH:33]=1>CN(C=O)C>[C:32]1([CH:38]2[CH2:42][CH2:41][N:40]([C:1]([O:2][CH2:3][CH2:4][N:5]3[CH2:6][CH2:7][N:8]([CH3:11])[CH2:9][CH2:10]3)=[O:22])[CH2:39]2)[CH:37]=[CH:36][CH:35]=[CH:34][CH:33]=1. Reported procedure: 2-(4-Methylpiperazin-1-yl)ethyl 4-nitrophenyl carbonate (Intermediate 4; 2.10 g, 6.79 mmol) was dissolved in DMF (30 mL). DIPEA (2.37 mL, 13.59 mmol) and 3-phenylpyrrolidine (1.00 g, 6.79 mmol) were added and the reaction mixture was stirred at room temperature for 4 hours, and the reaction mixture was then concentrated in vacuo. The resulting residue was dissolved in EtOAc (300 mL) and washed with 1M aq Na2CO3 solution (6×200 mL), brine (50 mL), dried (MgSO4) and concentrated in vacuo. The resi... The reactants are BrC=1C=C(C(=CC1)N)N (4-bromobenzene-1,2-diamine), C(=O)O (formic acid). Conditions: temperature 100 celsius, time 8 hour. Yields the product BrC1=CC2=C(NC=N2)C=C1 (5-bromo-1H-benzo[d]imidazole). Isolated yield 100.0%. RXN SMILES: [Br:1][C:2]1[CH:3]=[C:4]([NH2:9])[C:5]([NH2:8])=[CH:6][CH:7]=1.[CH:10](O)=O>>[Br:1][C:2]1[CH:7]=[CH:6][C:5]2[NH:8][CH:10]=[N:9][C:4]=2[CH:3]=1. Reported procedure: A mixture of 4-bromobenzene-1,2-diamine (4.0 g, 21.5 mmol) and formic acid (95%, 100 mL) was stirred at 100° C. overnight. The reaction mixture was cooled to RT and concentrated in vacuo to afford a dark oil. The crude oil was partitioned between EtOAc (500 mL) and NH3/H2O (50 mL). The EtOAc layer was separated and concentrated in vacuo to afford 4.5 g (100%) of 5-bromo-1H-benzo[d]imidazole (78) as brown solid: MS (ESI) m/z=197.0 (M+1).